Dataset: the Open Reaction Database (ORD), a public repository of structured organic reaction records. Task: describe an organic reaction: reactants, conditions, products, and yield Starting materials: FC1=C(C(=O)NC=2C(=NNC2)C(=O)O)C(=CC=C1)F (4-(2,6-difluoro-benzoylamino)-1H-pyrazole-3-carboxylic acid), ClC1=C(C(=O)O)C(=CC=C1)F (2-chloro-6-fluorobenzoic acid). Yields the product ClC1=C(C(=O)NC=2C(=NNC2)C(=O)O)C(=CC=C1)F (4-(2-chloro-6-fluoro-benzoylamino)-1H-pyrazole-3-carboxylic acid). Reaction SMILES: [F:1][C:2]1[CH:18]=[CH:17][CH:16]=[C:15](F)[C:3]=1[C:4]([NH:6][C:7]1[C:8]([C:12]([OH:14])=[O:13])=[N:9][NH:10][CH:11]=1)=[O:5].[Cl:20]C1C=CC=C(F)C=1C(O)=O>>[Cl:20][C:15]1[CH:16]=[CH:17][CH:18]=[C:2]([F:1])[C:3]=1[C:4]([NH:6][C:7]1[C:8]([C:12]([OH:14])=[O:13])=[N:9][NH:10][CH:11]=1)=[O:5]. Reported procedure: The compound was prepared in a manner analogous to 4-(2,6-difluoro-benzoylamino)-1H-pyrazole-3-carboxylic acid (Example 16D), but using 2-chloro-6-fluorobenzoic acid as the starting acid to give 4-(2-chloro-6-fluoro-benzoylamino)-1H-pyrazole-3-carboxylic acid (4.42 g) as a pale blue solid. (LC/MS: Rt 2.35, [M+H]+ 283.94). Reactants: CC(C)(C)OC(=O)N1CCC(c2cnc3ccccc3n2)CC1, ClCCl, [Na+], [OH-], O=C(O)C(F)(F)F. Yields the product c1ccc2nc(C3CCNCC3)cnc2c1. RXN SMILES: [C:1]([O:2][C:3](=[O:4])[N:8]1[CH2:9][CH2:10][CH:11]([c:14]2[n:15][c:16]3[cH:17][cH:18][cH:19][cH:20][c:21]3[n:22][cH:23]2)[CH2:12][CH2:13]1)([CH3:5])([CH3:6])[CH3:7].[Cl:31][CH2:32][Cl:33].[Na+:35].[OH-:34].[OH:24][C:25]([C:26]([F:27])([F:28])[F:29])=[O:30]>>[NH:8]1[CH2:9][CH2:10][CH:11]([c:14]2[n:15][c:16]3[cH:17][cH:18][cH:19][cH:20][c:21]3[n:22][cH:23]2)[CH2:12][CH2:13]1. The reactants are C(C=C)N1C(N(C2=NC(=NC=C2C1=O)N1C=NC=C1)C(C)C)=O (3-allyl-7-(imidazol-1-yl)-1-isopropyl-1H-pyrimido[4,5-d]pyrimidine-2,4-dione), C(C)N(CCOC1=CC=C(N)C=C1)CC (4-(2-diethylaminoethoxy)aniline). The solvent is C(Cl)(Cl)Cl (chloroform). Conditions: temperature 180 celsius. The product is C(C=C)N1C(N(C2=NC(=NC=C2C1=O)NC1=CC=C(C=C1)OCCN(CC)CC)C(C)C)=O (3-Allyl-7-[4-(2-Diethylaminoethoxy)phenylamino]-1-isopropyl-1H-pyrimido[4,5-d]pyrimidine-2,4-dione). Isolated yield 36.6%. As a reaction SMILES: [CH2:1]([N:4]1[C:13](=[O:14])[C:12]2[C:7](=[N:8][C:9]([N:15]3[CH:19]=[CH:18]N=C3)=[N:10][CH:11]=2)[N:6]([CH:20]([CH3:22])[CH3:21])[C:5]1=[O:23])[CH:2]=[CH2:3].[CH2:24]([N:26]([CH2:37][CH3:38])[CH2:27][CH2:28][O:29][C:30]1[CH:36]=CC(N)=[CH:32][CH:31]=1)[CH3:25]>C(Cl)(Cl)Cl>[CH2:1]([N:4]1[C:13](=[O:14])[C:12]2[C:7](=[N:8][C:9]([NH:15][C:19]3[CH:18]=[CH:36][C:30]([O:29][CH2:28][CH2:27][N:26]([CH2:37][CH3:38])[CH2:24][CH3:25])=[CH:31][CH:32]=3)=[N:10][CH:11]=2)[N:6]([CH:20]([CH3:22])[CH3:21])[C:5]1=[O:23])[CH:2]=[CH2:3]. Procedure: A mixture of 200 mg (0.64 mmol) of 3-allyl-7-(imidazol-1-yl)-1-isopropyl-1H-pyrimido[4,5-d]pyrimidine-2,4-dione and 400 mg (1.92 mmol) of 4-(2-diethylaminoethoxy)aniline is heated at 180° C. for 3 hours. The reaction mixture is cooled, dissolved into chloroform, and chromatographed on silica eluting with 4:96 methanol/chloroform. The resulting oily material partially crystallizes on standing, and the mixture is triturated with diethyl ether/hexane and filtered to give 106 mg (36%) of the title c... Starting materials: N12CCN(CC1)CC2 (1,4-Diazabicyclo-[2,2,2]octane), C(O)([O-])=O.[Na+] (sodium hydrogencarbonate), compound, O.NN (hydrazine monohydrate), C(C1=CC=CC=C1)N=C=O (benzyl isocyanate). Solvent: C(C)(=O)OCC (Ethyl acetate), C1(=CC=CC=C1)C (toluene). Run at time 2 hour. The product is C(C1=CC=CC=C1)NC(=O)N (benzylurea). RXN SMILES: O.NN.[CH2:4]([N:11]=[C:12]=[O:13])[C:5]1[CH:10]=[CH:9][CH:8]=[CH:7][CH:6]=1.[N:14]12CCN(CC1)CC2.C(=O)([O-])O.[Na+]>C1(C)C=CC=CC=1.C(OCC)(=O)C>[CH2:4]([NH:11][C:12]([NH2:14])=[O:13])[C:5]1[CH:10]=[CH:9][CH:8]=[CH:7][CH:6]=1 |f:0.1,4.5|. Procedure: The compound obtained in Example 190, (1) (87 mg) was dissolved in toluene (2 ml), and benzyl isocyanate (14 μl) was added to the solution. 1,4-Diazabicyclo-[2,2,2]octane (4.7 μl) was added to the mixture under ice cooling, and the resulting mixture was warmed to room temperature and stirred for 2 hours. Ethyl acetate and saturated aqueous sodium hydrogencarbonate were added to the reaction mixture, the layers were separated, and the aqueous layer was extracted with ethyl acetate. The combined o... Starting materials: COC1=C(C=C(C=C1)N)C=1CCN(CC1)C (4-methoxy-3-(1-methyl-1,2,3,6-tetrahydropyridin-4-yl)phenylamine), BrC1=CC=C(C=C1)S(=O)(=O)Cl (4-bromobenzenesulfonylchloride). Yields the product BrC1=CC=C(C=C1)S(=O)(=O)NC1=CC(=C(C=C1)OC)C=1CCN(CC1)C (4-Bromo-N-[4-methoxy-3-(1-methyl-1,2,3,6-tetrahydropyridin-4-yl)phenyl]benzenesulfonamide). RXN SMILES: [CH3:1][O:2][C:3]1[CH:8]=[CH:7][C:6]([NH2:9])=[CH:5][C:4]=1[C:10]1[CH2:11][CH2:12][N:13]([CH3:16])[CH2:14][CH:15]=1.[Br:17][C:18]1[CH:23]=[CH:22][C:21]([S:24](Cl)(=[O:26])=[O:25])=[CH:20][CH:19]=1>>[Br:17][C:18]1[CH:23]=[CH:22][C:21]([S:24]([NH:9][C:6]2[CH:7]=[CH:8][C:3]([O:2][CH3:1])=[C:4]([C:10]3[CH2:15][CH2:14][N:13]([CH3:16])[CH2:12][CH:11]=3)[CH:5]=2)(=[O:26])=[O:25])=[CH:20][CH:19]=1. Reported procedure: The title compound (E129) was prepared from 4-methoxy-3-(1-methyl-1,2,3,6-tetrahydropyridin-4-yl)phenylamine (free base of D39) (107 mg; 0.49 mmol) and 4-bromobenzenesulfonylchloride (125 mg, 0.49 mmol) using the method of Example 1 (179 mg, 77%) MH+=437/439.